The task is: describe an organic reaction: reactants, conditions, products, and yield. This data is from the Open Reaction Database (ORD), a public repository of structured organic reaction records. Starting materials: CN1CCC(CC1)NS(=O)(=O)N1CCNCC1 (piperazin-1-sulphonic acid-(1-methyl-piperidin-4-yl)-amide), NC1=C(C=C(C[C@H](C(=O)O)CC(N2CCC(CC2)N2C(NC3=C(CC2)C=CC=C3)=O)=O)C=C1C(F)(F)F)Cl ((S)-2-(4-amino-3-chloro-5-trifluoromethyl-benzyl)-4-oxo-4-[4-(2-oxo-1,2,4,5-tetrahydro-1,3-benzodiazepin-3-yl)-piperidin-1-yl]-butanoic acid), CN(C)C(=[N+](C)C)ON1C2=C(C=CC=C2)N=N1.[B-](F)(F)(F)F (TBTU), C(C)N(C(C)C)C(C)C (ethyldiisopropylamine). Solvent: CN(C)C=O (DMF), C1CCOC1 (THF), CCOC(=O)C (EtOAc). Reaction conditions: time 8 hour. Product: CN1CCC(CC1)NS(=O)(=O)N1CCN(CC1)C([C@H](CC(N1CCC(CC1)N1C(NC2=C(CC1)C=CC=C2)=O)=O)CC2=CC(=C(C(=C2)C(F)(F)F)N)Cl)=O (4-{(S)-2-(4-amino-3-chloro-5-trifluoromethyl-benzyl)-4-oxo-4-[4-(2-oxo-1,2,4,5-tetrahydro-1,3-benzodiazepin-3-yl)-piperidin-1-yl]-butyryl}-piperazin-1-sulphonic acid (1-methyl-piperidin-4-yl)-amide). As a reaction SMILES: [NH2:1][C:2]1[C:33]([C:34]([F:37])([F:36])[F:35])=[CH:32][C:5]([CH2:6][C@@H:7]([CH2:11][C:12](=[O:31])[N:13]2[CH2:18][CH2:17][CH:16]([N:19]3[CH2:25][CH2:24][C:23]4[CH:26]=[CH:27][CH:28]=[CH:29][C:22]=4[NH:21][C:20]3=[O:30])[CH2:15][CH2:14]2)[C:8](O)=[O:9])=[CH:4][C:3]=1[Cl:38].CN(C(ON1N=NC2C=CC=CC1=2)=[N+](C)C)C.[B-](F)(F)(F)F.C(N(C(C)C)C(C)C)C.[CH3:70][N:71]1[CH2:76][CH2:75][CH:74]([NH:77][S:78]([N:81]2[CH2:86][CH2:85][NH:84][CH2:83][CH2:82]2)(=[O:80])=[O:79])[CH2:73][CH2:72]1>C1COCC1.CCOC(C)=O.CN(C=O)C>[CH3:70][N:71]1[CH2:76][CH2:75][CH:74]([NH:77][S:78]([N:81]2[CH2:86][CH2:85][N:84]([C:8](=[O:9])[C@@H:7]([CH2:6][C:5]3[CH:32]=[C:33]([C:34]([F:36])([F:37])[F:35])[C:2]([NH2:1])=[C:3]([Cl:38])[CH:4]=3)[CH2:11][C:12](=[O:31])[N:13]3[CH2:18][CH2:17][CH:16]([N:19]4[CH2:25][CH2:24][C:23]5[CH:26]=[CH:27][CH:28]=[CH:29][C:22]=5[NH:21][C:20]4=[O:30])[CH2:15][CH2:14]3)[CH2:83][CH2:82]2)(=[O:80])=[O:79])[CH2:73][CH2:72]1 |f:1.2|. Procedure: A solution of 500 mg (0.90 mmol) (S)-2-(4-amino-3-chloro-5-trifluoromethyl-benzyl)-4-oxo-4-[4-(2-oxo-1,2,4,5-tetrahydro-1,3-benzodiazepin-3-yl)-piperidin-1-yl]-butanoic acid and 320 mg (1.00 mmol) TBTU in 0.2 mL (1.14 mmol) ethyldiisopropylamine and 50 mL THF was stirred for 1 h at RT. Then 270 mg (1.03 mmol) piperazin-1-sulphonic acid-(1-methyl-piperidin-4-yl)-amide and 5 mL DMF were added. The reaction solution was stirred overnight at RT. The reaction mixture was diluted with 50 mL EtOAc, ext... The reactants are CCCCCCCCCCCCSC(C)CC(=O)C1C(C)C=CCC1(C)C, CCO, CO, O. Product: CCCCCCCCCCCCS(=O)C(C)CC(=O)C1C(C)C=CCC1(C)C. Reaction SMILES: [CH2:1]([CH2:2][CH2:3][CH2:4][CH2:5][CH2:6][CH2:7][CH2:8][CH2:9][CH2:10][CH2:11][CH3:12])[S:13][CH:14]([CH2:15][C:16](=[O:17])[CH:18]1[CH:19]([CH3:26])[CH:20]=[CH:21][CH2:22][C:23]1([CH3:24])[CH3:25])[CH3:27].[CH3:28][CH2:29][OH:30].[CH3:31][OH:32].[OH2:33]>>[CH2:1]([CH2:2][CH2:3][CH2:4][CH2:5][CH2:6][CH2:7][CH2:8][CH2:9][CH2:10][CH2:11][CH3:12])[S:13]([CH:14]([CH2:15][C:16](=[O:17])[CH:18]1[CH:19]([CH3:26])[CH:20]=[CH:21][CH2:22][C:23]1([CH3:24])[CH3:25])[CH3:27])=[O:30].